Dataset: the Open Reaction Database (ORD), a public repository of structured organic reaction records. Task: describe an organic reaction: reactants, conditions, products, and yield Starting materials: CN1N=C(C(=C1)C=CC(=O)Cl)[N+](=O)[O-] (3-(1-methyl-3-nitro-4-pyrazolyl)-acrylic acid chloride), CN (methylamine). Solvent: C1(=CC=CC=C1)C (toluene). The product is CNC(C=CC=1C(=NN(C1)C)[N+](=O)[O-])=O (3-(1-Methyl-3-nitro-4-pyrazolyl)-acrylic acid N-methylamide). Reaction SMILES: [CH3:1][N:2]1[CH:6]=[C:5]([CH:7]=[CH:8][C:9](Cl)=[O:10])[C:4]([N+:12]([O-:14])=[O:13])=[N:3]1.[CH3:15][NH2:16]>C1(C)C=CC=CC=1>[CH3:15][NH:16][C:9](=[O:10])[CH:8]=[CH:7][C:5]1[C:4]([N+:12]([O-:14])=[O:13])=[N:3][N:2]([CH3:1])[CH:6]=1. Procedure: 0.54 g. 3-(1-methyl-3-nitro-4-pyrazolyl)-acrylic acid chloride (preparation see Example 2) is dissolved in 20 ml. anhydrous toluene and, while stirring at 25° C., methylamine gas is passed in for about 10 minutes. The precipitated crystals are filtered off with suction, washed with toluene, triturated with water and dried in a vacuum. There is thus obtained 0.43 g. 3-(1-methyl-3-nitro-4-pyrazolyl)-acrylic acid N-methylamide; m.p. 200°-203° C. The product is CC(C)C1=C(C(=CC=C1)C(C)C)NC(CC(CCCCCCCCCCCOC1OCCCC1)=O)=O (N-[2,6-bis(1-methylethyl)phenyl]-3-oxo-14-[(tetrahydro-2H-pyran-2-yl)oxy]-tetradecanamide). The yield is 100.0%. The reactants are O1C(CCCC1)OCCCCCCCCCCCC(C)=O (13-[(tetrahydro-2H-pyran-2-yl)oxy]-2-tridecanone), C(C)(C)C1=C(C(=CC=C1)C(C)C)N=C=O (2,6-diisopropylphenyl isocyanate), C(C)(C)[N-]C(C)C.[Li+] (lithium diisopropylamide). Reported procedure: The title compound was prepared from 13-[(tetrahydro-2H-pyran-2-yl)oxy]-2-tridecanone (2.0 g, 0.006 mol), 2,6-diisopropylphenyl isocyanate (1.36 g, 0.006 mol), and lithium diisopropylamide (0.006 mol) using the procedure described in Example 1. Purification by flash chromatography (silica gel, 10% EtOAc/hexane) yielded 3.11 g (0.006 mol, 93%) of the desired product. As a reaction SMILES: [O:1]1[CH2:6][CH2:5][CH2:4][CH2:3][CH:2]1[O:7][CH2:8][CH2:9][CH2:10][CH2:11][CH2:12][CH2:13][CH2:14][CH2:15][CH2:16][CH2:17][CH2:18][C:19](=[O:21])[CH3:20].[CH:22]([C:25]1[CH:30]=[CH:29][CH:28]=[C:27]([CH:31]([CH3:33])[CH3:32])[C:26]=1[N:34]=[C:35]=[O:36])([CH3:24])[CH3:23].C([N-]C(C)C)(C)C.[Li+]>>[CH3:24][CH:22]([C:25]1[CH:30]=[CH:29][CH:28]=[C:27]([CH:31]([CH3:32])[CH3:33])[C:26]=1[NH:34][C:35](=[O:36])[CH2:20][C:19](=[O:21])[CH2:18][CH2:17][CH2:16][CH2:15][CH2:14][CH2:13][CH2:12][CH2:11][CH2:10][CH2:9][CH2:8][O:7][CH:2]1[CH2:3][CH2:4][CH2:5][CH2:6][O:1]1)[CH3:23] |f:2.3|. Starting materials: COc1cccc(C=O)c1[N+](=O)[O-], CO, Cl, C[N+](=O)[O-], [Na+], [OH-], O. Yields the product COc1cccc(C=C[N+](=O)[O-])c1[N+](=O)[O-]. As a reaction SMILES: [CH3:1][O:2][c:3]1[c:4]([N+:11](=[O:12])[O-:13])[c:5]([CH:6]=[O:7])[cH:8][cH:9][cH:10]1.[CH3:22][OH:23].[ClH:16].[N+:17](=[O:18])([O-:19])[CH3:20].[Na+:15].[OH-:14].[OH2:21]>>[CH3:1][O:2][c:3]1[c:4]([N+:11](=[O:12])[O-:13])[c:5]([CH:6]=[CH:20][N+:17](=[O:18])[O-:19])[cH:8][cH:9][cH:10]1. Reaction SMILES: [Br:1][C:2]1[CH:20]=[CH:19][C:5]2[S:6][C:7]([C:15]([O:17]C)=[O:16])=[C:8]([C:9]3[CH:14]=[CH:13][CH:12]=[CH:11][CH:10]=3)[C:4]=2[CH:3]=1.[OH-].[Na+].Cl>CO>[Br:1][C:2]1[CH:20]=[CH:19][C:5]2[S:6][C:7]([C:15]([OH:17])=[O:16])=[C:8]([C:9]3[CH:10]=[CH:11][CH:12]=[CH:13][CH:14]=3)[C:4]=2[CH:3]=1 |f:1.2|. Run in CO (methanol). Product: BrC1=CC2=C(SC(=C2C2=CC=CC=C2)C(=O)O)C=C1 (5-Bromo-3-phenylbenzo[b]thiophene-2-carboxylic acid). The reactants are BrC1=CC2=C(SC(=C2C2=CC=CC=C2)C(=O)OC)C=C1 (methyl 5-bromo-3-phenyl-benzo[b]-thiophene-2-carboxylate), [OH-].[Na+] (sodium hydroxide), Cl (hydrochloric acid). Procedure: Heat 3 g. of methyl 5-bromo-3-phenyl-benzo[b]-thiophene-2-carboxylate in a mixture of 50 ml. of methanol and 30 ml of 10% sodium hydroxide under reflux for one hour. Add concentrated hydrochloric acid to yield the title compound as a precipitate. Recrystallize it from benzene; m.p. 265°-266°. RXN SMILES: [CH3:29][S:30]([CH3:31])=[O:32].[Cl:17][c:18]1[c:19]2[c:20]([cH:21][cH:22][cH:23][cH:24]2)[c:25]([OH:26])[cH:27][cH:28]1.[OH:1][c:2]1[cH:3][c:4](=[O:16])[o:5][c:6]2[c:7]3[c:8]([cH:9][cH:10][c:11]12)[cH:12][cH:13][cH:14][cH:15]3>>[OH:1][c:2]1[cH:3][c:4](=[O:16])[o:5][c:6]2[c:7]3[c:8]([c:9]([Cl:17])[cH:10][c:11]12)[cH:12][cH:13][cH:14][cH:15]3. Yields the product O=c1cc(O)c2cc(Cl)c3ccccc3c2o1. The reactants are CS(C)=O, Oc1ccc(Cl)c2ccccc12, O=c1cc(O)c2ccc3ccccc3c2o1. The reactants are OC1=C2CCN(C2=CC=C1)C (4-hydroxy-2,3-dihydro-1-methylindole), CC=1C=C(C=NC1)C=O (5-methyl-pyridine-3-carbaldehyde), C(CC#N)#N (malononitrile). Yields the product NC=1OC2=C3C(=CC=C2C(C1C#N)C=1C=NC=C(C1)C)N(CC3)C (2-Amino-4-(5-methyl-pyridin-3-yl)-3-cyano-7-methyl-8,9-dihydro-4H-pyrrolo[2,3-h]chromene), white solid. Isolated yield 32.0%. RXN SMILES: [OH:1][C:2]1[CH:10]=[CH:9][CH:8]=[C:7]2[C:3]=1[CH2:4][CH2:5][N:6]2[CH3:11].[CH3:12][C:13]1[CH:14]=[C:15]([CH:19]=O)[CH:16]=[N:17][CH:18]=1.[C:21](#[N:25])[CH2:22][C:23]#[N:24]>>[NH2:25][C:21]1[O:1][C:2]2[C:10]([CH:19]([C:15]3[CH:16]=[N:17][CH:18]=[C:13]([CH3:12])[CH:14]=3)[C:22]=1[C:23]#[N:24])=[CH:9][CH:8]=[C:7]1[N:6]([CH3:11])[CH2:5][CH2:4][C:3]=21. Procedure: The title compound was prepared from 4-hydroxy-2,3-dihydro-1-methylindole (0.025 g, 0.17 mmol), 5-methyl-pyridine-3-carbaldehyde (0.020 g, 0.17 mmol), and malononitrile (0.011 g, 0.17 mmol) similar to Example 22 to yield 0.017 g (32%) of a white solid. 1H NMR (DMSO-d6): 8.31 (d, J=2.2 Hz, 1H), 8.27 (d, J=1.4 Hz, 1H), 7.37 (m, 1H), 6.71 (dd, J=8.0, 0.83 Hz, 1H), 6.25 (dd, J=8.0 Hz, 1H), 6.22 (brs, 2H), 4.68 (s, 1H), 3.36 (t, J=16.8 Hz, 2H), 2.94 (t, J=16.8 Hz, 2H), 2.70 (s, 3H). Reactants: CC(C)(C)OC(=O)NC1(C(=O)NC(C#N)Cc2ccc(-c3ccc4c(c3)CNC4=O)cc2)CCOCC1, O=CO, N, O. The product is N#CC(Cc1ccc(-c2ccc3c(c2)CNC3=O)cc1)NC(=O)C1(N)CCOCC1. Reaction SMILES: [C:1](#[N:2])[CH:3]([CH2:4][c:5]1[cH:6][cH:7][c:8](-[c:11]2[cH:12][c:13]3[c:17]([cH:18][cH:19]2)[C:16](=[O:20])[NH:15][CH2:14]3)[cH:9][cH:10]1)[NH:21][C:22](=[O:23])[C:24]1([NH:30][C:31](=[O:32])[O:33][C:34]([CH3:35])([CH3:36])[CH3:37])[CH2:25][CH2:26][O:27][CH2:28][CH2:29]1.[CH:39]([OH:40])=[O:41].[NH3:38].[OH2:42]>>[C:1](#[N:2])[CH:3]([CH2:4][c:5]1[cH:6][cH:7][c:8](-[c:11]2[cH:12][c:13]3[c:17]([cH:18][cH:19]2)[C:16](=[O:20])[NH:15][CH2:14]3)[cH:9][cH:10]1)[NH:21][C:22](=[O:23])[C:24]1([NH2:30])[CH2:25][CH2:26][O:27][CH2:28][CH2:29]1. RXN SMILES: [Cl:1]Cl.[CH3:3][C:4]([CH3:45])([CH3:44])[C:5](=[O:43])[CH:6]([N:20]1[CH:23](SC)[CH:22]([CH:26]([O:28][C:29]([O:31][CH2:32][C:33]2[CH:38]=[CH:37][C:36]([N+:39]([O-:41])=[O:40])=[CH:35][CH:34]=2)=[O:30])[CH3:27])[C:21]1=[O:42])[C:7]([O:9][CH2:10][C:11]1[CH:16]=[CH:15][C:14]([N+:17]([O-:19])=[O:18])=[CH:13][CH:12]=1)=[O:8]>C(Cl)(Cl)(Cl)Cl.C(Cl)Cl>[Cl:1][CH:23]1[N:20]([CH:6]([C:5](=[O:43])[C:4]([CH3:45])([CH3:44])[CH3:3])[C:7]([O:9][CH2:10][C:11]2[CH:16]=[CH:15][C:14]([N+:17]([O-:19])=[O:18])=[CH:13][CH:12]=2)=[O:8])[C:21](=[O:42])[CH:22]1[CH:26]([O:28][C:29]([O:31][CH2:32][C:33]1[CH:38]=[CH:37][C:36]([N+:39]([O-:41])=[O:40])=[CH:35][CH:34]=1)=[O:30])[CH3:27]. Solvent: C(Cl)(Cl)(Cl)Cl (carbon tetrachloride), C(Cl)Cl (methylene chloride), C(Cl)Cl (CH2Cl2). The reactants are solution, ClCl (chlorine), CC(C(C(C(=O)OCC1=CC=C(C=C1)[N+](=O)[O-])N1C(C(C1SC)C(C)OC(=O)OCC1=CC=C(C=C1)[N+](=O)[O-])=O)=O)(C)C (p-nitrobenzyl 4,4-dimethyl-2-[4-methylthio-3-(1-(p-nitrobenzyloxycarbonyloxy)-ethyl)-2-oxoazetidinyl]-3-oxopentanoate). Run at temperature -60 celsius, time 2 hour. Product: ClC1C(C(N1C(C(=O)OCC1=CC=C(C=C1)[N+](=O)[O-])C(C(C)(C)C)=O)=O)C(C)OC(=O)OCC1=CC=C(C=C1)[N+](=O)[O-] (p-Nitrobenzyl 2-[4-chloro-3-(1-(p-nitrobenzyloxycarbonyloxy)-ethyl)-2-oxoazetidinyl]-4,4-dimethyl-3-oxopentanoate). Reported procedure: 660 μl of a solution containing 850 mg of chlorine in 10 ml of carbon tetrachloride is added to a solution of 244 mg (0.395 mmol) of p-nitrobenzyl 4,4-dimethyl-2-[4-methylthio-3-(1-(p-nitrobenzyloxycarbonyloxy)-ethyl)-2-oxoazetidinyl]-3-oxopentanoate in 16 ml of methylene chloride at -60° C. The pale yellow solution is stirred at -60° C. for 2 hours, and the solvent is removed in vacuo, to give 236 mg of a colourless, non-crystalline solid. IR spectrum in CH2Cl2 : 2930, 2850, 1795, 1765, 1725, 1... The reactants are ClC1=CC(=C(C=O)C=C1)O (4-chloro-2-hydroxybenzaldehyde), CN(C)C=O (DMF), BrCC(=C)C=C (2-bromomethyl-1,3-butadiene), C([O-])([O-])=O.[K+].[K+] (potassium carbonate). Run in C(Cl)Cl (methylene chloride), O (water). Reaction conditions: temperature 70 celsius. The product is ClC1=CC(=C(C=O)C=C1)OCC(C=C)=C (4-chloro-2-[(2-methylene-3-butenyl)oxy]benzaldehyde). Isolated yield 84.6%. As a reaction SMILES: [Cl:1][C:2]1[CH:9]=[CH:8][C:5]([CH:6]=[O:7])=[C:4]([OH:10])[CH:3]=1.CN(C=O)C.Br[CH2:17][C:18]([CH:20]=[CH2:21])=[CH2:19].C(=O)([O-])[O-].[K+].[K+]>C(Cl)Cl.O>[Cl:1][C:2]1[CH:9]=[CH:8][C:5]([CH:6]=[O:7])=[C:4]([O:10][CH2:19][C:18](=[CH2:17])[CH:20]=[CH2:21])[CH:3]=1 |f:3.4.5|. Procedure: To a solution of 4.1 g (0.026 mol) of 4-chloro-2-hydroxybenzaldehyde and 27 mL of DMF was added 5 g (0.034 mol) of 2-bromomethyl-1,3-butadiene and 7.2 g (0.052 mol) of potassium carbonate. The resulting mixture was heated at 70° C. for 4 h and then cooled to room temperature and poured into a mixture of 100 mL of water and 100 mL of methylene chloride. The aqueous layer was extracted with two 100 mL portions of methylene chloride and the combined organic layers were washed twice with 100 mL of w... Reactants: CCN(C(C)C)C(C)C, Cc1cc2nc(NC(=O)c3ccc(C(F)(F)F)nc3)cc(Cl)n2n1, Cl, CN(C)C=O, O=c1[nH]cnc2c1CNCC2. The product is Cc1cc2nc(NC(=O)c3ccc(C(F)(F)F)nc3)cc(N3CCc4nc[nH]c(=O)c4C3)n2n1. RXN SMILES: [CH:37]([N:38]([CH2:39][CH3:40])[CH:41]([CH3:42])[CH3:43])([CH3:44])[CH3:45].[Cl:1][c:2]1[cH:3][c:4]([NH:12][C:13]([c:14]2[cH:15][n:16][c:17]([C:20]([F:21])([F:22])[F:23])[cH:18][cH:19]2)=[O:24])[n:5][c:6]2[n:7]1[n:8][c:9]([CH3:11])[cH:10]2.[ClH:25].[O:46]=[CH:47][N:48]([CH3:49])[CH3:50].[n:26]1[cH:27][nH:28][c:29](=[O:36])[c:30]2[c:31]1[CH2:32][CH2:33][NH:34][CH2:35]2>>[c:2]1([N:34]2[CH2:33][CH2:32][c:31]3[n:26][cH:27][nH:28][c:29](=[O:36])[c:30]3[CH2:35]2)[cH:3][c:4]([NH:12][C:13]([c:14]2[cH:15][n:16][c:17]([C:20]([F:21])([F:22])[F:23])[cH:18][cH:19]2)=[O:24])[n:5][c:6]2[n:7]1[n:8][c:9]([CH3:11])[cH:10]2.